From a dataset of the Open Reaction Database (ORD), a public repository of structured organic reaction records. describe an organic reaction: reactants, conditions, products, and yield Starting materials: NC=1C(=C(OC[C@H]2N(CCC2)C(=O)OC(C)(C)C)C=CC1)C (t-butyl (2S)-2-[(3-amino-2-methylphenoxy) methyl]pyrrolidine-1-carboxylate), C(C)(=O)[O-].[K+] (potassium acetate), C(C)(=O)OC(C)=O (acetic anhydride), C(CC(C)C)ON=O (isoamylnitrite). Run in C1=CC=CC=C1 (benzene). Yields the product N1N=CC2=C(C=CC=C12)OC[C@H]1N(CCC1)C(=O)OC(C)(C)C (t-Butyl (2S)-2-[(1H-indazol-4-yloxy)methyl]pyrrolidine-1-carboxylate). RXN SMILES: [NH2:1][C:2]1[C:3]([CH3:22])=[C:4]([CH:19]=[CH:20][CH:21]=1)[O:5][CH2:6][C@@H:7]1[CH2:11][CH2:10][CH2:9][N:8]1[C:12]([O:14][C:15]([CH3:18])([CH3:17])[CH3:16])=[O:13].C([O-])(=O)C.[K+].C(OC(=O)C)(=O)C.C(O[N:41]=O)CC(C)C>C1C=CC=CC=1>[NH:1]1[C:2]2[C:3](=[C:4]([O:5][CH2:6][C@@H:7]3[CH2:11][CH2:10][CH2:9][N:8]3[C:12]([O:14][C:15]([CH3:18])([CH3:17])[CH3:16])=[O:13])[CH:19]=[CH:20][CH:21]=2)[CH:22]=[N:41]1 |f:1.2|. Procedure: A solution of t-butyl (2S)-2-[(3-amino-2-methylphenoxy) methyl]pyrrolidine-1-carboxylate (5.00 g, 16.33 mmol), potassium acetate (1.92 g, 19.6 mmol) and acetic anhydride (4.9 mL, 52.3 mmol) in benzene is treated dropwise with isoamylnitrite (4.3 mL, 32.7 mmol), heated at reflux temperature overnight, cooled to room temperature and filtered. The filtercake is washed with benzene. The filtrates are combined and concentrated in vacuo to give a yellow oil residue. The residue is purified by chromato...